From a dataset of the Open Reaction Database (ORD), a public repository of structured organic reaction records. describe an organic reaction: reactants, conditions, products, and yield Run in C(Cl)Cl (CH2Cl2). The yield is 51.0%. Reactants: ClC=1C=C(C=C(C1)Cl)NCC(=O)N1CC(CCCC1)NC=1C2=C(N=CN1)NC=C2 (2-(3,5-dichlorophenylamino)-1-(3-(7H-pyrrolo[2,3-d]pyrimidin-4-ylamino) azepan-1-yl) ethanone), CO (MeOH). Procedure details: A similar procedure was used as describe for the synthesis of 2-(3,5-dichlorophenylamino)-1-(3-(7H-pyrrolo[2,3-d]pyrimidin-4-ylamino) azepan-1-yl) ethanone to afford a residue which was subjected to column chromatography (silica gel, gradient MeOH in CH2Cl2) to afford (45 mg, 51%) the titled compound. 1H NMR (DMSO-d6, 400 MHz): 11.50 and 11.40 (2s, 1H), 8.18-8.10 (2s, 1H), 7.18 (bs, 1H), 7.08 (bs, 1H), 6.66 and 6.60 (2s, 2H), 6.58 and 6.50 (2s, 1H), 6.21 and 6.08 (2s, 2H), 4.62 and 4.46 (2s, 1H)... RXN SMILES: [Cl:1][C:2]1[CH:3]=[C:4]([NH:9][CH2:10][C:11]([N:13]2[CH2:19][CH2:18][CH2:17][CH2:16][CH:15]([NH:20][C:21]3[C:22]4[CH:29]=[CH:28][NH:27][C:23]=4[N:24]=[CH:25][N:26]=3)[CH2:14]2)=[O:12])[CH:5]=[C:6]([Cl:8])[CH:7]=1.CO>C(Cl)Cl>[Cl:1][C:2]1[CH:3]=[C:4]([NH:9][CH2:10][C:11]([N:13]2[CH2:19][CH:18]3[CH2:17][CH:16]2[CH:15]([NH:20][C:21]2[C:22]4[CH:29]=[CH:28][NH:27][C:23]=4[N:24]=[CH:25][N:26]=2)[CH2:14]3)=[O:12])[CH:5]=[C:6]([Cl:8])[CH:7]=1. The product is ClC=1C=C(C=C(C1)Cl)NCC(=O)N1C2C(CC(C1)C2)NC=2C1=C(N=CN2)NC=C1 (2-(3,5-dichlorophenylamino)-1-(6-(7H-pyrrolo[2,3-d]pyrimidin-4-ylamino)-2-aza-bicyclo[2.2.1]heptan-2-yl)ethanone). Product: CN(C=1C=C(C(=O)N2CCC3(CC2)CSC2=C(O3)C3=CC=CC=C3C(C2=O)=O)C=CC1)C (1′-[3-(dimethylamino)benzoyl]spiro[naphtho[1,2-b][1,4]oxathiine-2,4′-piperidine]-5,6-dione). Reported procedure: Compound 46 was synthesized using spiro[naphtho[1,2-b][1,4]oxathiine-2,4′-piperidine]-5,6-dione, 3-(dimethylamino)benzoyl chloride and conditions outlined in procedure N. M.p.=170-172° C.; LCMS: 449 [M+H]. Reactants: N1CCC2(CC1)CSC1=C(O2)C2=CC=CC=C2C(C1=O)=O (spiro[naphtho[1,2-b][1,4]oxathiine-2,4′-piperidine]-5,6-dione), CN(C=1C=C(C(=O)Cl)C=CC1)C (3-(dimethylamino)benzoyl chloride). Reaction SMILES: [NH:1]1[CH2:6][CH2:5][C:4]2([O:11][C:10]3[C:12]4[C:17]([C:18](=[O:21])[C:19](=[O:20])[C:9]=3[S:8][CH2:7]2)=[CH:16][CH:15]=[CH:14][CH:13]=4)[CH2:3][CH2:2]1.[CH3:22][N:23]([CH3:33])[C:24]1[CH:25]=[C:26]([CH:30]=[CH:31][CH:32]=1)[C:27](Cl)=[O:28]>>[CH3:22][N:23]([CH3:33])[C:24]1[CH:25]=[C:26]([CH:30]=[CH:31][CH:32]=1)[C:27]([N:1]1[CH2:2][CH2:3][C:4]2([O:11][C:10]3[C:12]4[C:17]([C:18](=[O:21])[C:19](=[O:20])[C:9]=3[S:8][CH2:7]2)=[CH:16][CH:15]=[CH:14][CH:13]=4)[CH2:5][CH2:6]1)=[O:28]. Reactants: CN(C(=O)[C@H]1N(C[C@@H](C1)O)C(=O)OC(C)(C)C)C (tert-butyl (2S,4R)-2-[(dimethylamino)carbonyl]-4-hydroxypyrrolidine-1-carboxylate), [H-].[Na+] (NaH), O (water), C(C=C)I (allyl iodide). The solvent is C1CCOC1 (THF). Run at temperature 60 celsius, time 1 hour. Yields the product C(C=C)O[C@@H]1C[C@H](N(C1)C(=O)OC(C)(C)C)C(=O)N(C)C (tert-butyl (2S,4R)-4-(allyloxy)-2-[(dimethylamino)carbonyl]pyrrolidine-1-carboxylate). The yield is 60.4%. As a reaction SMILES: [CH3:1][N:2]([CH3:18])[C:3]([C@@H:5]1[CH2:9][C@@H:8]([OH:10])[CH2:7][N:6]1[C:11]([O:13][C:14]([CH3:17])([CH3:16])[CH3:15])=[O:12])=[O:4].[H-].[Na+].[CH2:21](I)[CH:22]=[CH2:23].O>C1COCC1>[CH2:23]([O:10][C@H:8]1[CH2:7][N:6]([C:11]([O:13][C:14]([CH3:15])([CH3:17])[CH3:16])=[O:12])[C@H:5]([C:3]([N:2]([CH3:18])[CH3:1])=[O:4])[CH2:9]1)[CH:22]=[CH2:21] |f:1.2|. Procedure details: To a solution of 9.6 g of tert-butyl (2S,4R)-2-[(dimethylamino)carbonyl]-4-hydroxypyrrolidine-1-carboxylate in THF (100 ml) was added 937 mg of NaH and the reaction mixture was stirred at 60° C. for one hour. After returning to room temperature, 12.5 g of allyl iodide was added to the reaction solution, and the reaction mixture was refluxed for one hour. To the reaction solution was added water and the resulting mixture was extracted with EtOAc, then was washed with saturated brine. The organic ...